This data is from the Open Reaction Database (ORD), a public repository of structured organic reaction records. The task is: describe an organic reaction: reactants, conditions, products, and yield Reactants: FC(C=1C(NC(N([C@H]2C[C@H](O)[C@@H](CO)O2)C1)=O)=O)(F)F (2'-deoxy-5-trifluoromethyluridine), CC(C1=CC=CC=C1)(OCOC(C1=CC=CC=C1)(C)C)C (bis-(α,α-dimethylbenzyloxy)methane), C=1(C(=CC=CC1)S(=O)(=O)OS(=O)(=O)C=1C(=CC=CC1)C)C (toluenesulfonic acid anhydride). The solvent is O1CCOCC1 (1,4-dioxane). Run at temperature 60 celsius, time 3.5 hour. Product: CC(C1=CC=CC=C1)(C)OC[C@@H]1[C@H](C[C@@H](O1)N1C(=O)NC(=O)C(=C1)C(F)(F)F)O (2'-deoxy-5'-O-(α,α-dimethylbenzyl)-5-trifluoromethyluridine), CC(C1=CC=CC=C1)(C)O[C@H]1C[C@@H](O[C@@H]1CO)N1C(=O)NC(=O)C(=C1)C(F)(F)F (2'-deoxy-3'-O-(α,α-dimethylbenzyl)-5-trifluoromethyluridine). As a reaction SMILES: [F:1][C:2]([F:20])([F:19])[C:3]1[C:4](=[O:18])[NH:5][C:6](=[O:17])[N:7]([CH:16]=1)[C@@H:8]1[O:15][C@H:12]([CH2:13][OH:14])[C@@H:10]([OH:11])[CH2:9]1.[CH3:21][C:22]([CH3:41])(O[CH2:30][O:31][C:32]([CH3:40])([CH3:39])[C:33]1[CH:38]=[CH:37][CH:36]=[CH:35][CH:34]=1)[C:23]1[CH:28]=[CH:27][CH:26]=[CH:25][CH:24]=1.C1(C)C(S(OS(C2C(C)=CC=CC=2)(=O)=O)(=O)=O)=CC=CC=1>O1CCOCC1>[CH3:21][C:22]([O:14][CH2:13][C@H:12]1[O:15][C@@H:8]([N:7]2[CH:16]=[C:3]([C:2]([F:1])([F:19])[F:20])[C:4](=[O:18])[NH:5][C:6]2=[O:17])[CH2:9][C@@H:10]1[OH:11])([CH3:41])[C:23]1[CH:28]=[CH:27][CH:26]=[CH:25][CH:24]=1.[CH3:40][C:32]([O:31][C@@H:30]1[C@@H:12]([CH2:10][OH:11])[O:15][C@@H:8]([N:7]2[CH:16]=[C:3]([C:2]([F:20])([F:1])[F:19])[C:4](=[O:18])[NH:5][C:6]2=[O:17])[CH2:9]1)([CH3:39])[C:33]1[CH:34]=[CH:35][CH:36]=[CH:37][CH:38]=1. Procedure details: 1.00 Gram of 2'-deoxy-5-trifluoromethyluridine was dissolved in 15 ml of 1,4-dioxane. Thereto were added 2.50 g of bis-(α,α-dimethylbenzyloxy)methane and 38 mg of toluenesulfonic acid anhydride. They were heated to 60° C. and stirred for 3.5 hours. The reaction mixture was subjected to evaporation. The residue was subjected to silica gel column chromatography wherein a developing solvent of chloroform-methanol (20:1) was first used for preliminary separation and then a developing solvent of benz... Starting materials: ClC1=CC=C(C=C1)C1=NNC=C1C1=NC(=NC=C1)NC1=CC=C(C=C1)CN1CCN(CC1)C ({4-[3-(4-chloro-phenyl)-1H-pyrazol-4-yl]-pyrimidin-2-yl}-[4-(4-methyl-piperazin-1-ylmethyl)-phenyl]-amine), CN1CCC(CC1)O (1-methyl-piperidin-4-ol). Product: ClC1=CC=C(C=C1)C1=NN(C=C1C1=NC(=NC=C1)NC1=CC=C(C=C1)CN1CCN(CC1)C)C1CCN(CC1)C ({4-[3-(4-Chloro-phenyl)-1-(1-methyl-piperidin-4-yl)-1H-pyrazol-4yl]-pyrimidin-2-yl}-[4-(4-methyl-piperazin-1-yl-methyl)-phenyl]-amine). As a reaction SMILES: [Cl:1][C:2]1[CH:7]=[CH:6][C:5]([C:8]2[C:12]([C:13]3[CH:18]=[CH:17][N:16]=[C:15]([NH:19][C:20]4[CH:25]=[CH:24][C:23]([CH2:26][N:27]5[CH2:32][CH2:31][N:30]([CH3:33])[CH2:29][CH2:28]5)=[CH:22][CH:21]=4)[N:14]=3)=[CH:11][NH:10][N:9]=2)=[CH:4][CH:3]=1.[CH3:34][N:35]1[CH2:40][CH2:39][CH:38](O)[CH2:37][CH2:36]1>>[Cl:1][C:2]1[CH:7]=[CH:6][C:5]([C:8]2[C:12]([C:13]3[CH:18]=[CH:17][N:16]=[C:15]([NH:19][C:20]4[CH:21]=[CH:22][C:23]([CH2:26][N:27]5[CH2:28][CH2:29][N:30]([CH3:33])[CH2:31][CH2:32]5)=[CH:24][CH:25]=4)[N:14]=3)=[CH:11][N:10]([CH:38]3[CH2:39][CH2:40][N:35]([CH3:34])[CH2:36][CH2:37]3)[N:9]=2)=[CH:4][CH:3]=1. Procedure: The title compound is prepared as described in Example 55 starting from {4-[3-(4chloro-phenyl)-1H-pyrazol-4-yl]-pyrimidin-2-yl}-[4-(4-methyl-piperazin-1-yl-methyl)-phenyl]-amine (Example 32) and 1-methyl-piperidin-4-ol. The reactants are [N+](=O)([O-])C1=CC=C(C=C1)N1CCNCC1 (1-(4-Nitro-phenyl)-piperazine), [N+](=O)([O-])C=1C=C(C=CC1)N1CCNCC1 (1-(3-Nitro-phenyl)-piperazine), CS(=O)C1=NN2C(C=N1)=CC=C2C2=C(C=CC=C2)OC (2-Methanesulfinyl-7-(2-methoxy-phenyl)-pyrrolo[2,1-f][1,2,4]triazine), ClC=1C=C(C=CC1)C1=CC=C2C=NC(=NN21)S(=O)C (7-(3-Chloro-phenyl)-2-methanesulfinyl-pyrrolo[2,1-f][1,2,4]triazine). The product is ClC=1C=C(C=CC1)C1=CC=C2C=NC(=NN21)NC=2C=C(C=CC2)N2CCN(CC2)C[C@@H](C)O ((R)-1-(4-{3-[7-(3-Chloro-phenyl)-pyrrolo[2,1-f][1,2,4]triazin-2-ylamino]-phenyl}-piperazin-1-yl)-propan-2-ol). As a reaction SMILES: [N+](C1C=CC(N2CCNCC2)=CC=1)([O-])=O.[N+:16]([C:19]1[CH:20]=[C:21]([N:25]2[CH2:30][CH2:29][NH:28][CH2:27][CH2:26]2)[CH:22]=[CH:23][CH:24]=1)([O-])=O.CS(C1N=CC2=CC=C([C:43]3C=CC=[CH:45][C:44]=3[O:49]C)N2N=1)=O.[Cl:51][C:52]1[CH:53]=[C:54]([C:58]2[N:66]3[C:61]([CH:62]=[N:63][C:64](S(C)=O)=[N:65]3)=[CH:60][CH:59]=2)[CH:55]=[CH:56][CH:57]=1>>[Cl:51][C:52]1[CH:53]=[C:54]([C:58]2[N:66]3[C:61]([CH:62]=[N:63][C:64]([NH:16][C:19]4[CH:20]=[C:21]([N:25]5[CH2:30][CH2:29][N:28]([CH2:43][C@H:44]([OH:49])[CH3:45])[CH2:27][CH2:26]5)[CH:22]=[CH:23][CH:24]=4)=[N:65]3)=[CH:60][CH:59]=2)[CH:55]=[CH:56][CH:57]=1. Procedure: The compound was prepared in an analogous fashion to Example 73 replacing 1-(4-Nitro-phenyl)-piperazine with 1-(3-Nitro-phenyl)-piperazine and 2-Methanesulfinyl-7-(2-methoxy-phenyl)-pyrrolo[2,1-f][1,2,4]triazine with 7-(3-Chloro-phenyl)-2-methanesulfinyl-pyrrolo[2,1-f][1,2,4]triazine to afford 22.28 mg of (R)-1-(4-{3-[7-(3-Chloro-phenyl)-pyrrolo[2,1-f][1,2,4]triazin-2-ylamino]-phenyl}-piperazin-1-yl)-propan-2-ol as a lyophilized powder. (M+H)=463.12. 1H NMR (400 MHz, DMSO, d6) δ 9.52 (m, 1H), 9.... Starting materials: OC(CCNC(OC(C)(C)C)=O)C1=CC(=CC=C1)NC(C(CCC)CCC)=O (tert-butyl 3-hydroxy-3-(3-(2-propylpentanamido)phenyl)propylcarbamate), C=1C=C[NH+]=CC1.[O-][Cr](=O)(=O)Cl (PCC). Product: O=C(CCNC(OC(C)(C)C)=O)C1=CC(=CC=C1)NC(C(CCC)CCC)=O (tert-butyl 3-oxo-3-(3-(2-propylpentanamido)phenyl)propylcarbamate). As a reaction SMILES: [OH:1][CH:2]([C:13]1[CH:18]=[CH:17][CH:16]=[C:15]([NH:19][C:20](=[O:28])[CH:21]([CH2:25][CH2:26][CH3:27])[CH2:22][CH2:23][CH3:24])[CH:14]=1)[CH2:3][CH2:4][NH:5][C:6](=[O:12])[O:7][C:8]([CH3:11])([CH3:10])[CH3:9].C1C=C[NH+]=CC=1.[O-][Cr](Cl)(=O)=O>>[O:1]=[C:2]([C:13]1[CH:18]=[CH:17][CH:16]=[C:15]([NH:19][C:20](=[O:28])[CH:21]([CH2:25][CH2:26][CH3:27])[CH2:22][CH2:23][CH3:24])[CH:14]=1)[CH2:3][CH2:4][NH:5][C:6](=[O:12])[O:7][C:8]([CH3:10])([CH3:11])[CH3:9] |f:1.2|. Reported procedure: Oxidation of tert-butyl 3-hydroxy-3-(3-(2-propylpentanamido)phenyl)propylcarbamate by PCC following the method used in Example 16 gives tert-butyl 3-oxo-3-(3-(2-propylpentanamido)phenyl)propylcarbamate. Starting materials: C(C)OC(CC1=CC(=CC=C1)O)=O ((3-Hydroxy-phenyl)-acetic acid ethyl ester), [H-].[Na+] (NaH), C1CCOC1 (THF). Solvent: O (water). Reaction conditions: time 14 hour. Product: C(C)OC(CC1=CC(=CC=C1)OCOC)=O ((3-Methoxymethoxy-phenyl)-acetic acid ethyl ester). Reaction SMILES: [CH2:1]([O:3][C:4](=[O:13])[CH2:5][C:6]1[CH:11]=[CH:10][CH:9]=[C:8]([OH:12])[CH:7]=1)[CH3:2].[H-].[Na+].C1[CH2:20][O:19][CH2:18]C1>O>[CH2:1]([O:3][C:4](=[O:13])[CH2:5][C:6]1[CH:11]=[CH:10][CH:9]=[C:8]([O:12][CH2:18][O:19][CH3:20])[CH:7]=1)[CH3:2] |f:1.2|. Procedure details: To a solution of (3-Hydroxy-phenyl)-acetic acid ethyl ester (27.6 g) in THF was added NaH (7.35 g), MOM-CI (14.8 g) slowly at 0°. After stirred for 14 h at the same temperature, the reaction mixture was warmed to room temperature. The resulting mixture was diluted with water and extracted with EtOAc. The combined organic layer was dried over magnesium sulfate, filtered and concentrated in vacuo. The resulting residue was chromatographed on silica gel (n-Hex:EtOAc=15:1 to 10:1) to afford the prod... Starting materials: C(C(=O)O)(=O)O.ClC1=C(C2CCC(C1)N2C)C=O (3-chloro-2-formyl-8-methyl-8-azabicyclo[3.2.1]oct-2-ene oxalate), S(=O)(=O)(C1=CC=C(C)C=C1)C[N+]#[C-] (tosylmethylisocyanide). The solvent is CO (methanol). Reaction conditions: time 2 hour. Yields the product C(C(=O)O)(=O)O.ClC1=C(C2CCC(C1)N2C)C2=CN=CO2 (3-Chloro-8-methyl-2-(5-oxazolyl)-8-azabicyclo[3.2.1]oct-2-ene oxalate). RXN SMILES: [C:1]([OH:6])(=[O:5])[C:2]([OH:4])=[O:3].[Cl:7][C:8]1[CH2:14][CH:13]2[N:15]([CH3:16])[CH:10]([CH2:11][CH2:12]2)[C:9]=1[CH:17]=[O:18].S([CH2:29][N+:30]#[C-:31])(C1C=CC(C)=CC=1)(=O)=O>CO>[C:1]([OH:6])(=[O:5])[C:2]([OH:4])=[O:3].[Cl:7][C:8]1[CH2:14][CH:13]2[N:15]([CH3:16])[CH:10]([CH2:11][CH2:12]2)[C:9]=1[C:17]1[O:18][CH:31]=[N:30][CH:29]=1 |f:0.1,4.5|. Reported procedure: To a solution of 3-chloro-2-formyl-8-methyl-8-azabicyclo[3.2.1]oct-2-ene oxalate (0.55 g, 2 mmol) in 20 ml methanol powdered potassium carbonate (1.5 g) and tosylmethylisocyanide (0.4 g, 2 mmol) was added. The reaction mixture was stirred at room temperature for 2 h. Upon evaporation in vacuo water (30 ml) was added to the residue and the water solution extracted with methylenechloride (3×20 ml). The combined methylenechloride extracts were dried and evaporated in vacuo. The residue was dissolve...